This data is from the Open Reaction Database (ORD), a public repository of structured organic reaction records. The task is: describe an organic reaction: reactants, conditions, products, and yield Starting materials: FC1=CN=C2C=CC(N(C2=C1)CCN1CCC(CC1)NC(OC(C)(C)C)=O)=O (tert-butyl (1-(2-(7-fluoro-2-oxo-1,5-naphthyridin-1(2H)-yl)ethyl)piperidin-4-yl)carbamate), Cl.C(C)O (hydrogen chloride ethanol). The solvent is C(Cl)(Cl)Cl (chloroform). Run at temperature 40 celsius, time 4 hour. Product: NC1CCN(CC1)CCN1C(C=CC2=NC=C(C=C12)F)=O (1-(2-(4-aminopiperidin-1-yl)ethyl)-7-fluoro-1,5-naphthyridin-2(1H)-one). Isolated yield 96.0%. Reaction SMILES: [F:1][C:2]1[CH:11]=[C:10]2[C:5]([CH:6]=[CH:7][C:8](=[O:28])[N:9]2[CH2:12][CH2:13][N:14]2[CH2:19][CH2:18][CH:17]([NH:20]C(=O)OC(C)(C)C)[CH2:16][CH2:15]2)=[N:4][CH:3]=1.Cl.C(O)C>C(Cl)(Cl)Cl>[NH2:20][CH:17]1[CH2:16][CH2:15][N:14]([CH2:13][CH2:12][N:9]2[C:10]3[C:5](=[N:4][CH:3]=[C:2]([F:1])[CH:11]=3)[CH:6]=[CH:7][C:8]2=[O:28])[CH2:19][CH2:18]1 |f:1.2|. Reported procedure: A solution of 0.59 g of tert-butyl (1-(2-(7-fluoro-2-oxo-1,5-naphthyridin-1(2H)-yl)ethyl)piperidin-4-yl)carbamate in 30 mL of a 2 mol/L hydrogen chloride/ethanol was stirred at room temperature for 18 hours. To the reaction mixture, 2 mL of chloroform was added, and the mixture was stirred at 40° C. for 4 hours, and stirred at room temperature for 18 hours. In the reaction mixture, the solvent was distilled off under reduced pressure, the mixture was neutralized with a saturated aqueous sodium h... Product: ClC=1C(=NC=CC1Cl)C (3,4 -dichloro-2 -picoline). Reaction SMILES: N([O-])=O.[Na+].N[C:6]1[CH:11]=[CH:10][N:9]=[C:8]([CH3:12])[C:7]=1[Cl:13].[OH-].[Na+].[ClH:16]>>[Cl:13][C:7]1[C:8]([CH3:12])=[N:9][CH:10]=[CH:11][C:6]=1[Cl:16] |f:0.1,3.4|. Run at time 1 hour. Reactants: N(=O)[O-].[Na+] (Sodium nitrite), NC1=C(C(=NC=C1)C)Cl (4 -amino-3 -chloro-2 -picoline), Cl (hydrochloric acid), [OH-].[Na+] (NaOH). Procedure: Sodium nitrite (36 g) was added in portions to a stirred solution of 4 -amino-3 -chloro-2 -picoline (24.85 g) in conc. hydrochloric acid (750 ml) cooled to 0°-5°. After 1 hour at 0°-5 ° and a further 2 hours at room temperature the mixture was basified (NaOH), allowing the temperature to rise to ca. 50°, and extracted with ether. After drying (K2CO3 ), the extract was evaporated to dryness to give 3,4 -dichloro-2 -picoline (26.5 g) as a low melting solid.